Task: describe an organic reaction: reactants, conditions, products, and yield. Dataset: the Open Reaction Database (ORD), a public repository of structured organic reaction records Reactants: CC(C)(C)OC(=O)N1CCC(n2ncc3c(Cl)ncnc32)CC1, Cc1nc(Cl)ccc1O. The product is Cc1nc(Cl)ccc1Oc1ncnc2c1cnn2C1CCN(C(=O)OC(C)(C)C)CC1. RXN SMILES: [C:1]([CH3:2])([CH3:3])([CH3:4])[O:5][C:6](=[O:7])[N:8]1[CH2:9][CH2:10][CH:11]([n:14]2[n:15][cH:16][c:17]3[c:18]2[n:19][cH:20][n:21][c:22]3[Cl:23])[CH2:12][CH2:13]1.[Cl:24][c:25]1[cH:26][cH:27][c:28]([OH:32])[c:29]([CH3:31])[n:30]1>>[C:1]([CH3:2])([CH3:3])([CH3:4])[O:5][C:6](=[O:7])[N:8]1[CH2:9][CH2:10][CH:11]([n:14]2[n:15][cH:16][c:17]3[c:18]2[n:19][cH:20][n:21][c:22]3[O:32][c:28]2[cH:27][cH:26][c:25]([Cl:24])[n:30][c:29]2[CH3:31])[CH2:12][CH2:13]1. Reactants: B(O)(O)C1=CC=C(C(=O)O)C=C1 (4-boronobenzoic acid), C([O-])([O-])=O.[Na+].[Na+] (sodium carbonate), tetrakis (triphenylphosphine)palladium (0), Cl (hydrochloric acid), BrC1=C(C=C(C=C1)C=1OC(=NN1)C)C (2-(4-bromo-3-methylphenyl)-5-methyl-1,3,4-oxadiazole). The solvent is COCCOC (DME), O (water). Yields the product CC1=C(C=CC(=C1)C=1OC(=NN1)C)C1=CC=C(C=C1)C(=O)O (2'-Methyl-4'-(5-methyl-1,3,4-oxadiazol-2-yl)biphenyl-4-carboxylic acid). Yield: 80.7%. Reaction SMILES: Br[C:2]1[CH:7]=[CH:6][C:5]([C:8]2[O:9][C:10]([CH3:13])=[N:11][N:12]=2)=[CH:4][C:3]=1[CH3:14].B([C:18]1[CH:26]=[CH:25][C:21]([C:22]([OH:24])=[O:23])=[CH:20][CH:19]=1)(O)O.C(=O)([O-])[O-].[Na+].[Na+].Cl>COCCOC.O>[CH3:14][C:3]1[CH:4]=[C:5]([C:8]2[O:9][C:10]([CH3:13])=[N:11][N:12]=2)[CH:6]=[CH:7][C:2]=1[C:18]1[CH:26]=[CH:25][C:21]([C:22]([OH:24])=[O:23])=[CH:20][CH:19]=1 |f:2.3.4|. Procedure details: A stirred solution of 2-(4-bromo-3-methylphenyl)-5-methyl-1,3,4-oxadiazole (EP 0533268 A1) (0.21 g, 0.0008 mole) in a mixture of DME (10 ml) and water (30 ml) under argon was treated with 4-boronobenzoic acid (0.14 g, 0.0008 mole), sodium carbonate (0.39 g, 0.0037 mole) and tetrakis (triphenylphosphine)palladium (0) (16 mg), then heated under reflux for 4 hours. The mixture was acidified with 1M hydrochloric acid and extracted with ethyl acetate. The extract was dried (Na2SO4) and concentrated i...